The task is: describe an organic reaction: reactants, conditions, products, and yield. This data is from the Open Reaction Database (ORD), a public repository of structured organic reaction records. The reactants are COC(=O)C1OC2=C(C1)C=C(C(=C2Cl)Cl)C(C2=CC=CS2)=O ((±)methyl-6,7-dichloro-2,3-dihydro-5-(2-thenoyl)benzofuran-2-carboxylate), COCCO[AlH2-]OCCOC.[Na+] (Red-Al). Run in O1CCCC1 (tetrahydrofuran), O1CCCC1 (tetrahydrofuran). Conditions: temperature -70 celsius, time 1 hour. Yields the product ClC1=C(C2=C(CC(O2)C=O)C=C1C(C1=CC=CS1)=O)Cl ((±)-6,7-dichloro-2,3-dihydro-5-(2-thenoyl)benzofuran-2-carboxaldehyde). RXN SMILES: C[O:2][C:3]([CH:5]1[CH2:9][C:8]2[CH:10]=[C:11]([C:16](=[O:22])[C:17]3[S:21][CH:20]=[CH:19][CH:18]=3)[C:12]([Cl:15])=[C:13]([Cl:14])[C:7]=2[O:6]1)=O.COCCO[AlH2-]OCCOC.[Na+]>O1CCCC1>[Cl:15][C:12]1[C:11]([C:16](=[O:22])[C:17]2[S:21][CH:20]=[CH:19][CH:18]=2)=[CH:10][C:8]2[CH2:9][CH:5]([CH:3]=[O:2])[O:6][C:7]=2[C:13]=1[Cl:14] |f:1.2|. Procedure details: To a stirred solution of (±)methyl-6,7-dichloro-2,3-dihydro-5-(2-thenoyl)benzofuran-2-carboxylate (3.57 g., 0.01 mole) in tetrahydrofuran (50 ml.) at -70° C. is added a solution of "Red-Al" (1.5 g., 0.0107 mole) in tetrahydrofuran (10 ml.) over a ten minute period. The reaction solution is stirred one hour at -70° C. and then quenched with 20% sulfuric acid (10 ml.). The water layer is separated and extracted twice with tetrahydrofuran (10 ml.). The organic layers are combined, washed with brine... Starting materials: CC(=O)OCC(=O)Cl, CCC1C=C(C)CC(C)CC(OC)C2OC(O)(C(=O)C(=O)N3CCCCC3C(=O)OC(C(C)=CC3CCC(N)C(Oc4ccccc4)C3)C(C)CCC1=O)C(C)CC2OC, ClCCl. Yields the product CCC1C=C(C)CC(C)CC(OC)C2OC(O)(C(=O)C(=O)N3CCCCC3C(=O)OC(C(C)=CC3CCC(NC(=O)COC(C)=O)C(Oc4ccccc4)C3)C(C)CCC1=O)C(C)CC2OC. Reaction SMILES: [C:61]([CH3:62])(=[O:63])[O:64][CH2:65][C:66](=[O:67])[Cl:68].[CH2:1]([CH3:2])[CH:3]1[C:4](=[O:60])[CH2:5][CH2:6][CH:7]([CH3:59])[CH:8]([C:42](=[CH:43][CH:44]2[CH2:45][CH:46]([O:51][c:52]3[cH:53][cH:54][cH:55][cH:56][cH:57]3)[CH:47]([NH2:50])[CH2:48][CH2:49]2)[CH3:58])[O:9][C:10](=[O:41])[CH:11]2[CH2:12][CH2:13][CH2:14][CH2:15][N:16]2[C:17](=[O:40])[C:18](=[O:39])[C:19]2([OH:38])[CH:20]([CH3:37])[CH2:21][CH:22]([O:35][CH3:36])[CH:23]([CH:24]([O:32][CH3:33])[CH2:25][CH:26]([CH3:31])[CH2:27][C:28]([CH3:30])=[CH:29]1)[O:34]2.[CH2:69]([Cl:70])[Cl:71]>>[CH2:1]([CH3:2])[CH:3]1[C:4](=[O:60])[CH2:5][CH2:6][CH:7]([CH3:59])[CH:8]([C:42](=[CH:43][CH:44]2[CH2:45][CH:46]([O:51][c:52]3[cH:53][cH:54][cH:55][cH:56][cH:57]3)[CH:47]([NH:50][C:66]([CH2:65][O:64][C:61]([CH3:62])=[O:63])=[O:67])[CH2:48][CH2:49]2)[CH3:58])[O:9][C:10](=[O:41])[CH:11]2[CH2:12][CH2:13][CH2:14][CH2:15][N:16]2[C:17](=[O:40])[C:18](=[O:39])[C:19]2([OH:38])[CH:20]([CH3:37])[CH2:21][CH:22]([O:35][CH3:36])[CH:23]([CH:24]([O:32][CH3:33])[CH2:25][CH:26]([CH3:31])[CH2:27][C:28]([CH3:30])=[CH:29]1)[O:34]2. Starting materials: ClCCCC1COC2=C1C=C(C=C2)F (3-(3-chloro-1-propyl)-2,3-dihydro-5-fluoro-benzofuran), [C-]#N.[Na+] (Sodium cyanide), CCOCC (ether), O (water). The solvent is CS(=O)C (dimethyl sulfoxide), CS(=O)C (dimethyl sulfoxide). Reaction conditions: temperature 80 celsius. Product: FC=1C=CC2=C(C(CO2)CCCC#N)C1 (4-(2,3-dihydro-5-fluoro-benzofuran-3-yl)butyronitrile). Yield: 49.8%. Reaction SMILES: [C-:1]#[N:2].[Na+].Cl[CH2:5][CH2:6][CH2:7][CH:8]1[C:12]2[CH:13]=[C:14]([F:17])[CH:15]=[CH:16][C:11]=2[O:10][CH2:9]1.CCOCC.O>CS(C)=O>[F:17][C:14]1[CH:15]=[CH:16][C:11]2[O:10][CH2:9][CH:8]([CH2:7][CH2:6][CH2:5][C:1]#[N:2])[C:12]=2[CH:13]=1 |f:0.1|. Procedure: Sodium cyanide (12 g) was suspended in dimethyl sulfoxide (180 ml) and heated to 80° C. A solution of 3-(3-chloro-1-propyl)-2,3-dihydro-5-fluoro-benzofuran (42 g) in 40 ml of dimethyl sulfoxide was added dropwise followed by heating to 140° C. for 15 min. After cooling ether and water were added, the ether phase separated, washed with water and dried over magnesium sulfate. Removal of solvent in vacuo left a viscous oil which was applied to a silica gel column giving 4-(2,3-dihydro-5-fluoro-benz... The reactants are CC1=C(C=C(C(=N1)C(=O)OCC)C(=O)OCC)[N+](=O)[O-] (diethyl 6-methyl-5-nitropyridine-2,3-dicarboxylate). Reagents/catalysts: [Fe] (iron), [Fe] (iron). RXN SMILES: [CH3:1][C:2]1[N:7]=[C:6]([C:8]([O:10][CH2:11][CH3:12])=[O:9])[C:5]([C:13]([O:15][CH2:16][CH3:17])=[O:14])=[CH:4][C:3]=1[N+:18]([O-])=O>C(O)(=O)C.[Fe]>[NH2:18][C:3]1[CH:4]=[C:5]([C:13]([O:15][CH2:16][CH3:17])=[O:14])[C:6]([C:8]([O:10][CH2:11][CH3:12])=[O:9])=[N:7][C:2]=1[CH3:1]. Product: NC=1C=C(C(=NC1C)C(=O)OCC)C(=O)OCC (Diethyl 5-amino-6-methylpyridine-2,3-dicarboxylate). Reported procedure: 56.9 g (1.065 mol) of iron powder in 200 ml of glacial acetic acid were initially taken and were heated to 70° C. while stirring, and a solution of 100 g (0.355 mol) of diethyl 6-methyl-5-nitropyridine-2,3-dicarboxylate (EP 227 932) in 700 ml of glacial acetic acid was added in the course of 20 minutes. Stirring was carried out for 2 hours, after which a further 25.2 g (0.45 mol) of iron powder in 200 ml of glacial acetic acid were added and stirring was continued for a further hour at 70° C. Th... Run at temperature 70 celsius, time 2 hour. Run in C(C)(=O)O (acetic acid), C(C)(=O)O (acetic acid), C(C)(=O)O (acetic acid). The reactants are N (ammonia), Intermediate 47-1, BrC1=C2C=3CCCCC3NC2=C(C=C1)C(=O)O (5-bromo-2,3,4,9-tetrahydro-1H-carbazole-8-carboxylic acid), Intermediate 46-3, C1=CC2=C(N=C1)N(N=N2)O (HOAT), C(CCl)Cl (EDC), Intermediate 47-3, N (ammonia). Run in O (water), CCOC(=O)C (EtOAc), C1CCOC1 (THF), C(Cl)Cl (DCM). Reaction conditions: time 2.5 hour. Yields the product BrC1=C2C=3CCCCC3NC2=C(C=C1)C(=O)N (5-bromo-2,3,4,9-tetrahydro-1H-carbazole-8-carboxamide). As a reaction SMILES: [Br:1][C:2]1[CH:14]=[CH:13][C:12]([C:15]([OH:17])=O)=[C:11]2[C:3]=1[C:4]1[CH2:5][CH2:6][CH2:7][CH2:8][C:9]=1[NH:10]2.C1C=[N:22]C2N(O)N=NC=2C=1.C(Cl)CCl.N>C1COCC1.O.CCOC(C)=O.C(Cl)Cl>[Br:1][C:2]1[CH:14]=[CH:13][C:12]([C:15]([NH2:22])=[O:17])=[C:11]2[C:3]=1[C:4]1[CH2:5][CH2:6][CH2:7][CH2:8][C:9]=1[NH:10]2. Procedure: A mixture of 5-bromo-2,3,4,9-tetrahydro-1H-carbazole-8-carboxylic acid (Intermediate 46-3, 70% purity, mixed with Intermediate 47-3 from an incomplete reaction done according to the procedure used to prepare Intermediate 47-1; 3 g, 7.14 mmol) in THF (80 mL) and DCM (20 mL) was treated with HOAT (1.166 g, 8.57 mmol) and EDC (1.642 g, 8.57 mmol). The mixture was stirred at rt for 2.5 h, then was treated with anhydrous ammonia gas for ca. 2 min, forming a very thick slurry. The mixture was stirred ...